This data is from the Open Reaction Database (ORD), a public repository of structured organic reaction records. The task is: describe an organic reaction: reactants, conditions, products, and yield The reactants are O=C1CCC=2N(C3=CC=CC=C3C2)C1C(=O)OC(C)(C)C (Tert-butyl 7-oxo-6,7,8,9-tetrahydropyrido[1,2-α]indole-6-carboxylate). Solvent: C1(=CC=CC=C1)C (toluene). Yields the product C1=C2C=C3N(C2=CC=C1)CC(CC3)=O (8,9-Dihydropyrido[1,2-α]indol-7(6H)-one). Isolated yield 82.0%. As a reaction SMILES: [O:1]=[C:2]1[CH:14](C(OC(C)(C)C)=O)[N:6]2[C:7]3[C:12]([CH:13]=[C:5]2[CH2:4][CH2:3]1)=[CH:11][CH:10]=[CH:9][CH:8]=3>C1(C)C=CC=CC=1>[CH:11]1[CH:10]=[CH:9][CH:8]=[C:7]2[C:12]=1[CH:13]=[C:5]1[CH2:4][CH2:3][C:2](=[O:1])[CH2:14][N:6]12. Reported procedure: A solution of the crude tert-butyl 7-oxo-6,7,8,9-tetrahydropyrido[1,2-α]indole-6-carboxylate from Step 5 in toluene (0.06 M) was treated with silica gel (5 g per g of substrate) and the mixture was heated to reflux for 6 h. After cooling, the mixture was filtered, the cake washed with EtOAc and the combined organics were concentrated under vacuum to give the crude title compound (82%) as a brown solid. This material was used in the next step without further purification. Reactants: C(#N)CC(=O)NC(=O)N (cyanoacetylurea), C(C)(=O)O (acetic acid), C(C)(=O)[O-].[NH4+] (ammonium acetate). The solvent is CC(=O)C (acetone), CC(=O)C (acetone). Product: C(#N)C(C(=O)NC(=O)N)C(C)C (N-(2-cyano-3-methylbutanoyl)urea). Reaction SMILES: [C:1]([CH2:3][C:4]([NH:6][C:7]([NH2:9])=[O:8])=[O:5])#[N:2].[C:10](O)(=O)[CH3:11].[C:14]([O-])(=O)C.[NH4+]>CC(C)=O>[C:1]([CH:3]([CH:10]([CH3:11])[CH3:14])[C:4]([NH:6][C:7]([NH2:9])=[O:8])=[O:5])#[N:2] |f:2.3|. Reported procedure: When acetone is used as a reaction solvent, the production method is almost the same as the one mentioned above, wherein cyanoacetylurea is suspended or dissolved in acetone, and acetic acid and ammonium acetate are added to allow reaction under reducing conditions to give N-(2-cyano-3-methylbutanoyl)urea. Preferably, the reaction is carried out in the presence of a reduction catalyst. The termination of the reaction can be confirmed and the objective product can be isolated after the reaction, ... The reactants are N1CCC(CC1)=O (4-piperidone), 1h, O.Cl (H2O.HCl), CN1C=CC2=CC=CC=C12 (1-methylindole). Run in C(C)(=O)O (acetic acid), FC(C(=O)O)(F)F (trifluoroacetic acid), C(C)(=O)O (acetic acid). Yields the product CN1C=C(C2=CC=CC=C12)C=1CCNCC1 (1-METHYL-3-(1,2,3,6-TETRAHYDROPYRIDIN-4-YL)INDOLE). The yield is 47.0%. RXN SMILES: [NH:1]1[CH2:6][CH2:5][C:4](=O)[CH2:3][CH2:2]1.O.Cl.[CH3:10][N:11]1[C:19]2[C:14](=[CH:15][CH:16]=[CH:17][CH:18]=2)[CH:13]=[CH:12]1>C(O)(=O)C.FC(F)(F)C(O)=O>[CH3:10][N:11]1[C:19]2[C:14](=[CH:15][CH:16]=[CH:17][CH:18]=2)[C:13]([C:4]2[CH2:3][CH2:2][NH:1][CH2:6][CH:5]=2)=[CH:12]1 |f:1.2|. Procedure details: To a solution of 4-piperidone. H2O.HCl (50 g, 0.32 mol) in 100 ml of acetic acid and 150 ml of trifluoroacetic acid was added dropwise a solution of 1-methylindole (11.5 ml, 0.09 mol) in 100 ml of acetic acid at room temperature. After stirring for 1h the reaction mixture was concentrated (in vacuum , temp. ca. 30° C.), water was added , the mixture was made basic with potassium carbonate and extracted with ethyl acetate. The organic layer was separated, dried and purified by silica gel column c... Starting materials: [N-]=[N+]=[N-].[Na+] (sodium azide), [N-]=[N+]=[N-].[Na+] (NaN3), CN1CC2C(CC1)(O2)C2=CC=CC=C2 (1-methyl-4-phenyl-3,4-epoxypiperidine), O1CCOCC1 (dioxane). The solvent is O (water), O (water). The product is CN1CC(C(CC1)(N=[N+]=[N-])C1=CC=CC=C1)O (1-methyl-4-phenyl-4-azido-3-hydroxypiperidine). As a reaction SMILES: [N-:1]=[N+:2]=[N-:3].[Na+].[CH3:5][N:6]1[CH2:11][CH2:10][C:9]2([C:13]3[CH:18]=[CH:17][CH:16]=[CH:15][CH:14]=3)[O:12][CH:8]2[CH2:7]1.O1CCOCC1>O>[CH3:5][N:6]1[CH2:11][CH2:10][C:9]([C:13]2[CH:18]=[CH:17][CH:16]=[CH:15][CH:14]=2)([N:1]=[N+:2]=[N-:3])[CH:8]([OH:12])[CH2:7]1 |f:0.1|. Procedure details: 1.4 G. of sodium azide (NaN3) in 6 ml. of water was added to a solution of 3.6 g. of 1-methyl-4-phenyl-3,4-epoxypiperidine in 20 ml. of dioxane and the resulting combined solution refluxed for two hours. A further portion of 1.4 g. of NaN3 in 6 ml. of water was then added and the reaction mixture refluxed overnight. Upon cooling 3.2 g. of crystals of the dresired 1-methyl-4-phenyl-4-azido-3-hydroxypiperidine were obtained, which had a melting point of 170°-71° C. Starting materials: CN(C=O)C (dimethylformamide), FC(C=1C=C(CNC(C(=O)O)C2=CN(C3=CC=CC=C23)CC2=CC=CC=C2)C=CC1)(F)F (α-[3-(trifluoromethyl)benzylamino)-1-benzylindole-3-acetic acid), C[O-].[Na+] (sodium methoxide), C(C)I (ethyl iodide), ice water. Run in CCOCC (ether), CO (methanol), [Cl-].[Na+].O (brine). Conditions: time 2 hour. Product: FC(C=1C=C(CNC(C(=O)OCC)C2=CN(C3=CC=CC=C23)CC2=CC=CC=C2)C=CC1)(F)F (Ethyl α-[3-(trifluoromethyl)benzylamino]-1-benzylindole-3 acetate). As a reaction SMILES: [F:1][C:2]([F:32])([F:31])[C:3]1[CH:4]=[C:5]([CH:28]=[CH:29][CH:30]=1)[CH2:6][NH:7][CH:8]([C:12]1[C:20]2[C:15](=[CH:16][CH:17]=[CH:18][CH:19]=2)[N:14]([CH2:21][C:22]2[CH:27]=[CH:26][CH:25]=[CH:24][CH:23]=2)[CH:13]=1)[C:9]([OH:11])=[O:10].C[O-].[Na+].[CH2:36](I)[CH3:37].CN(C)C=O>CO.CCOCC.[Cl-].[Na+].O>[F:32][C:2]([F:1])([F:31])[C:3]1[CH:4]=[C:5]([CH:28]=[CH:29][CH:30]=1)[CH2:6][NH:7][CH:8]([C:12]1[C:20]2[C:15](=[CH:16][CH:17]=[CH:18][CH:19]=2)[N:14]([CH2:21][C:22]2[CH:27]=[CH:26][CH:25]=[CH:24][CH:23]=2)[CH:13]=1)[C:9]([O:11][CH2:36][CH3:37])=[O:10] |f:1.2,7.8.9|. Procedure: To a magnetically stirred suspension of α-[3-(trifluoromethyl)benzylamino)-1-benzylindole-3-acetic acid (21.9 g, 0.05 mol) in 250 mL of methanol at room temperature was treated with 11.34 g of sodium methoxide (25% in methanol) at once. The resulting solution was stirred for two hours, concentrated directly on a rotary evaporator and finally the resulting white residue was pumped down under high vacuum using a warm water bath at ca 50° C. The dry sodium salt was dissolved in 100 mL of dimethylfo... Reactants: FC(C=1C=C(C=C(C1)C(F)(F)F)[C@@H](C)N(C(=O)N1[C@H](C[C@@]2(CCC(N2)C(=O)OC)CC1)C1=C(C=C(C=C1)F)C)C)(F)F (Methyl (5R,7R)-8-{[{(1R)-1-[3,5-bis(trifluoromethyl)phenyl]ethyl}(methyl)amino]carbonyl}-7-(4-fluoro-2-methylphenyl)-1,8-diazaspiro[4.5]decane-2-carboxylate), FC(C=1C=C(C=C(C1)C(F)(F)F)[C@@H](C)N(C(=O)N1[C@H](C[C@@]2(CCC(N2)C(=O)OC)CC1)C1=C(C=C(C=C1)F)C)C)(F)F (Methyl (5R,7R)-8-{[{(1R)-1-[3,5-bis(trifluoromethyl)phenyl]ethyl}(methyl)amino]carbonyl}-7-(4-fluoro-2-methylphenyl)-1,8-diazaspiro[4.5]decane-2-carboxylate), CO (MeOH), N (Ammonia). Conditions: time 2 day. Yields the product FC(C=1C=C(C=C(C1)C(F)(F)F)[C@@H](C)N(C(=O)N1[C@H](C[C@@]2(CCC(N2)C(=O)N)CC1)C1=C(C=C(C=C1)F)C)C)(F)F ((5R,7R)-N8-{(1R)-1-[3,5-bis(trifluoromethyl)phenyl]ethyl}-7-(4-fluoro-2-methylphenyl)-N8-methyl-1,8-diazaspiro[4.5]decane-2,8-dicarboxamide). The yield is 84.0%. Reaction SMILES: [F:1][C:2]([F:42])([F:41])[C:3]1[CH:4]=[C:5]([C@H:13]([N:15]([CH3:40])[C:16]([N:18]2[CH2:31][CH2:30][C@@:21]3([NH:25][CH:24]([C:26]([O:28]C)=O)[CH2:23][CH2:22]3)[CH2:20][C@@H:19]2[C:32]2[CH:37]=[CH:36][C:35]([F:38])=[CH:34][C:33]=2[CH3:39])=[O:17])[CH3:14])[CH:6]=[C:7]([C:9]([F:12])([F:11])[F:10])[CH:8]=1.CO.[NH3:45]>>[F:10][C:9]([F:12])([F:11])[C:7]1[CH:6]=[C:5]([C@H:13]([N:15]([CH3:40])[C:16]([N:18]2[CH2:31][CH2:30][C@@:21]3([NH:25][CH:24]([C:26]([NH2:45])=[O:28])[CH2:23][CH2:22]3)[CH2:20][C@@H:19]2[C:32]2[CH:37]=[CH:36][C:35]([F:38])=[CH:34][C:33]=2[CH3:39])=[O:17])[CH3:14])[CH:4]=[C:3]([C:2]([F:1])([F:41])[F:42])[CH:8]=1. Procedure details: A solution of Methyl (5R,7R)-8-{[{(1R)-1-[3,5-bis(trifluoromethyl)phenyl]ethyl}(methyl)amino]carbonyl}-7-(4-fluoro-2-methylphenyl)-1,8-diazaspiro[4.5]decane-2-carboxylate (diastereoisomer 2) (Intermediate 8, 18 mg, 0.030 mmol) in 7N Ammonia in MeOH (5 mL, 35.0 mmol) was stirred at 25° C. for 1 day and then it was left still for 2 days. The solvent was evaporated to dryness and the crude was purified by SCX and silica cartridges (from 1:0 to 97.5:2.5 DCM/0.5 M NH3 in MeOH) to give two batches of ... Reactants: Cl (HCl), C(C)OCC (diethyl ether), thiol, C=1C=CC(=CC1)C(C=2C=CC=CC2)(C(=O)O)O (benzylic acid). The product is C(C)(=O)C1=C(C(C(=O)O)(O)C2=CC=CC=C2)C=CC=C1 (Acetylbenzilic Acid). As a reaction SMILES: Cl.[CH:2]1[CH:3]=[CH:4][C:5]([C:8]([OH:18])([C:15]([OH:17])=[O:16])[C:9]2[CH:10]=[CH:11][CH:12]=[CH:13][CH:14]=2)=[CH:6][CH:7]=1.[CH2:19]([O:21]CC)[CH3:20]>>[C:19]([C:6]1[CH:7]=[CH:2][CH:3]=[CH:4][C:5]=1[C:8]([C:9]1[CH:10]=[CH:11][CH:12]=[CH:13][CH:14]=1)([OH:18])[C:15]([OH:17])=[O:16])(=[O:21])[CH3:20]. Procedure: Acetyl chloride (35 mL, 490 mmol) was added dropwise to a solution of benzilic acid (100 g, 438 mmol) in 300 mL THF over a period of five minutes. The solution was cooled to 0° C. and pyridine (70 mL, 865 mmol) was added dropwise over a period of 30 minutes, during which time a thick white precipitate developed. The ice bath was removed, the reaction flask was equipped with a CaCl2 drying tube and stirred overnight. The next day, the solution was filtered to isolate a white precipitate and the y...